From a dataset of the Open Reaction Database (ORD), a public repository of structured organic reaction records. describe an organic reaction: reactants, conditions, products, and yield Reactants: 33.6, NC1=C(C=CC=C1)NC(=S)NC1CCN(CCC1)C(=O)OCC (ethyl 4-[[[(2-aminophenyl)amino]thioxomethyl]amino]hexahydro-1H-azepine-1-carboxylate), [S] (sulfur). The reagents and catalysts are [Hg]=O (mercury(II) oxide). The solvent is O1CCCC1 (tetrahydrofuran). Reaction conditions: time 3 hour. The product is 24.5, N1C(=NC2=C1C=CC=C2)NC2CCN(CCC2)C(=O)OCC (ethyl 4-(1H-benzimidazol-2-yl-amino)hexahydro-1H-azepine-1-carboxylate). Isolated yield 81.0%. As a reaction SMILES: [NH2:1][C:2]1[CH:7]=[CH:6][CH:5]=[CH:4][C:3]=1[NH:8][C:9]([NH:11][CH:12]1[CH2:18][CH2:17][CH2:16][N:15]([C:19]([O:21][CH2:22][CH3:23])=[O:20])[CH2:14][CH2:13]1)=S.[S]>[Hg]=O.O1CCCC1>[NH:8]1[C:3]2[CH:4]=[CH:5][CH:6]=[CH:7][C:2]=2[N:1]=[C:9]1[NH:11][CH:12]1[CH2:18][CH2:17][CH2:16][N:15]([C:19]([O:21][CH2:22][CH3:23])=[O:20])[CH2:14][CH2:13]1 |^3:23|. Reported procedure: A mixture of 33.6 parts of ethyl 4-[[[(2-aminophenyl)amino]thioxomethyl]amino]hexahydro-1H-azepine-1-carboxylate, 26 parts of mercury(II) oxide, 0.1 parts of sulfur and 450 parts of tetrahydrofuran was stirred for 3 hours at reflux temperature. The reaction mixture was filtered while hot over diatomaceous earth and the filtrate was evaporated. The residue was boiled in acetonitrile. The product was filtered off and dried, yielding 24.5 parts (81.0%) of ethyl 4-(1H-benzimidazol-2-yl-amino)hexahyd... The reactants are [OH-].[K+] (KOH), C(C)(C)(C)OC(=O)N1CCNCC1 (piperazine-1-carboxylic acid tert-butyl ester), BrC=1C=C(C=O)C=CC1Br (3,4-dibromobenzaldehyde), [BH-](OC(=O)C)(OC(=O)C)OC(=O)C.[Na+] (NaB(OAc)3H). Solvent: C(Cl)Cl (DCM). Conditions: time 16 hour. Product: C(C)(C)(C)OC(=O)N1CCN(CC1)CC1=CC(=C(C=C1)Br)Br (4-(3,4-Dibromo-benzyl)-piperazine-1-carboxylic acid tert-butyl ester). Yield: 73.5%. Reaction SMILES: [C:1]([O:5][C:6]([N:8]1[CH2:13][CH2:12][NH:11][CH2:10][CH2:9]1)=[O:7])([CH3:4])([CH3:3])[CH3:2].[Br:14][C:15]1[CH:16]=[C:17]([CH:20]=[CH:21][C:22]=1[Br:23])[CH:18]=O.[BH-](OC(C)=O)(OC(C)=O)OC(C)=O.[Na+].[OH-].[K+]>C(Cl)Cl>[C:1]([O:5][C:6]([N:8]1[CH2:13][CH2:12][N:11]([CH2:18][C:17]2[CH:20]=[CH:21][C:22]([Br:23])=[C:15]([Br:14])[CH:16]=2)[CH2:10][CH2:9]1)=[O:7])([CH3:4])([CH3:2])[CH3:3] |f:2.3,4.5|. Procedure details: A solution of piperazine-1-carboxylic acid tert-butyl ester (3.5 g) and 3,4-dibromobenzaldehyde (5.0 g) in DCM (80 mL) was treated with NaB(OAc)3H (5.6 g). After 16 h, the resulting mixture was treated with 10% aq. KOH (80 mL). The aqueous phase was extracted with DCM (1×80 mL). The organic extracts were combined and dried (MgSO4). Most of the solvent was removed by concentration. Upon standing overnight, the resulting mixture produced crystals that were filtered and washed with DCM (1×5 mL), gi... Starting materials: CCOC(=O)c1sc(-c2ccc(OCC(C)C)c(Br)c2)nc1C, CN1CCCC1=O, O=C([O-])C(F)(F)F, [I-], [Na+]. The product is CCOC(=O)c1sc(-c2ccc(OCC(C)C)c(C(F)(F)F)c2)nc1C. RXN SMILES: [Br:1][c:2]1[cH:3][c:4](-[c:13]2[s:14][c:15]([C:19](=[O:20])[O:21][CH2:22][CH3:23])[c:16]([CH3:18])[n:17]2)[cH:5][cH:6][c:7]1[O:8][CH2:9][CH:10]([CH3:11])[CH3:12].[CH3:33][N:34]1[CH2:35][CH2:36][CH2:37][C:38]1=[O:39].[F:25][C:26]([C:27]([O-:28])=[O:29])([F:30])[F:31].[I-:24].[Na+:32]>>[c:2]1([C:26]([F:25])([F:30])[F:31])[cH:3][c:4](-[c:13]2[s:14][c:15]([C:19](=[O:20])[O:21][CH2:22][CH3:23])[c:16]([CH3:18])[n:17]2)[cH:5][cH:6][c:7]1[O:8][CH2:9][CH:10]([CH3:11])[CH3:12]. Reaction SMILES: [Br:14][c:15]1[cH:16][n:17][cH:18][c:19]([OH:21])[cH:20]1.[C:1]([CH3:2])([CH3:3])([CH3:4])[O:5][C:6](=[O:7])[N:8]1[CH:9]([CH2:12][OH:13])[CH2:10][CH2:11]1.[CH2:71]1[O:72][CH2:73][CH2:74][CH2:75]1.[CH3:76][c:77]1[cH:78][cH:79][cH:80][cH:81][cH:82]1.[N:41]#[N:42].[NH:57]([C:58]([O:59][CH:60]([CH3:61])[CH3:62])=[O:63])[NH:64][C:65]([O:66][CH:67]([CH3:68])[CH3:69])=[O:70].[O:43]=[C:44]([O:45][CH:46]([CH3:47])[CH3:48])[N:49]=[N:50][C:51]([O:52][CH:53]([CH3:54])[CH3:55])=[O:56].[c:22]1([P:23]([c:24]2[cH:25][cH:26][cH:27][cH:28][cH:29]2)[c:30]2[cH:31][cH:32][cH:33][cH:34][cH:35]2)[cH:36][cH:37][cH:38][cH:39][cH:40]1>>[C:1]([CH3:2])([CH3:3])([CH3:4])[O:5][C:6](=[O:7])[N:8]1[CH:9]([CH2:12][O:13][c:19]2[cH:18][n:17][cH:16][c:15]([Br:14])[cH:20]2)[CH2:10][CH2:11]1. The reactants are Oc1cncc(Br)c1, CC(C)(C)OC(=O)N1CCC1CO, C1CCOC1, Cc1ccccc1, N#N, CC(C)OC(=O)NNC(=O)OC(C)C, CC(C)OC(=O)N=NC(=O)OC(C)C, c1ccc(P(c2ccccc2)c2ccccc2)cc1. Yields the product CC(C)(C)OC(=O)N1CCC1COc1cncc(Br)c1. Reactants: COC1=C(C(=CC(=C1C)C)C)C(C(C)C)(O)C1=CC=CC=C1 (1-(2-Methoxy-3,4,6-trimethylphenyl)-1-phenyl-2-methylpropanol). Run in Br (hydrobromic acid). Yields the product CC1(OC2=C(C1C1=CC=CC=C1)C(=CC(=C2C)C)C)C (2,2,4,6,7-Pentamethyl-3-phenyl-2,3-dihydrobenzofuran). Isolated yield 175.4%. Reaction SMILES: C[O:2][C:3]1[C:8]([CH3:9])=[C:7]([CH3:10])[CH:6]=[C:5]([CH3:11])[C:4]=1[C:12](C1C=CC=CC=1)(O)[CH:13]([CH3:15])[CH3:14]>Br>[CH3:15][C:13]1([CH3:14])[CH:12]([C:3]2[CH:8]=[CH:7][CH:6]=[CH:5][CH:4]=2)[C:4]2[C:5]([CH3:11])=[CH:6][C:7]([CH3:10])=[C:8]([CH3:9])[C:3]=2[O:2]1. Procedure details: 1-(2-Methoxy-3,4,6-trimethylphenyl)-1-phenyl-2-methylpropanol (3.1 g, 10.4 mmol) was suspended in 48% hydrobromic acid (20 ml). The suspension was heated under reflux for 18 hours. The product was extracted with isopropyl ether, washed with water, dried and then concentrated. The residue was crystallized from ethanol to obtain the desired compound (2.43 g, yield: 87.8%), m.p. 86°-87° C. Reactants: NCCC1=CC=C(C=C1)O (tyramine), C(C1=CC=CC=C1)OC1=CC=C(OC[C@H]2OC2)C=C1 ((S)-2-(4-benzyloxyphenoxymethyl)oxirane). Product: C(C1=CC=CC=C1)OC1=CC=C(OC[C@H](CNCCC2=CC=C(C=C2)O)O)C=C1 ((S)-1-(4-Benzyloxyphenoxy)-3-[N-2-(4-hydroxyphenyl)ethylamino]propan-2-ol). Reaction SMILES: [NH2:1][CH2:2][CH2:3][C:4]1[CH:9]=[CH:8][C:7]([OH:10])=[CH:6][CH:5]=1.[CH2:11]([O:18][C:19]1[CH:29]=[CH:28][C:22]([O:23][CH2:24][C@@H:25]2[CH2:27][O:26]2)=[CH:21][CH:20]=1)[C:12]1[CH:17]=[CH:16][CH:15]=[CH:14][CH:13]=1>>[CH2:11]([O:18][C:19]1[CH:20]=[CH:21][C:22]([O:23][CH2:24][C@@H:25]([OH:26])[CH2:27][NH:1][CH2:2][CH2:3][C:4]2[CH:9]=[CH:8][C:7]([OH:10])=[CH:6][CH:5]=2)=[CH:28][CH:29]=1)[C:12]1[CH:13]=[CH:14][CH:15]=[CH:16][CH:17]=1. Procedure details: The title compound was prepared from tyramine and (S)-2-(4-benzyloxyphenoxymethyl)oxirane according to the method described in Procedure 13.